From a dataset of the Open Reaction Database (ORD), a public repository of structured organic reaction records. describe an organic reaction: reactants, conditions, products, and yield Starting materials: CCCCO, COC(=O)C1CCC(Oc2ncccc2F)CC1, NN, O. The product is NNC(=O)C1CCC(Oc2ncccc2F)CC1. As a reaction SMILES: [CH2:22]([OH:23])[CH2:24][CH2:25][CH3:26].[CH3:1][O:2][C:3](=[O:4])[CH:5]1[CH2:6][CH2:7][CH:8]([O:11][c:12]2[n:13][cH:14][cH:15][cH:16][c:17]2[F:18])[CH2:9][CH2:10]1.[NH2:20][NH2:21].[OH2:19]>>[O:2]=[C:3]([CH:5]1[CH2:6][CH2:7][CH:8]([O:11][c:12]2[n:13][cH:14][cH:15][cH:16][c:17]2[F:18])[CH2:9][CH2:10]1)[NH:20][NH2:21]. Reactants: O=C(Br)C(=O)Br, ClCCl, OC1OC(COCc2ccccc2)C(OCc2ccccc2)C(OCc2ccccc2)C1F, CN(C)C=O. The product is FC1C(Br)OC(COCc2ccccc2)C(OCc2ccccc2)C1OCc1ccccc1. Reaction SMILES: [C:39]([Br:40])(=[O:41])[C:43]([Br:42])=[O:44].[Cl:45][CH2:46][Cl:47].[F:1][CH:2]1[CH:3]([OH:4])[O:5][CH:6]([CH2:25][O:26][CH2:27][c:28]2[cH:29][cH:30][cH:31][cH:32][cH:33]2)[CH:7]([O:17][CH2:18][c:19]2[cH:20][cH:21][cH:22][cH:23][cH:24]2)[CH:8]1[O:9][CH2:10][c:11]1[cH:12][cH:13][cH:14][cH:15][cH:16]1.[O:34]=[CH:35][N:36]([CH3:37])[CH3:38]>>[F:1][CH:2]1[CH:3]([Br:42])[O:5][CH:6]([CH2:25][O:26][CH2:27][c:28]2[cH:29][cH:30][cH:31][cH:32][cH:33]2)[CH:7]([O:17][CH2:18][c:19]2[cH:20][cH:21][cH:22][cH:23][cH:24]2)[CH:8]1[O:9][CH2:10][c:11]1[cH:12][cH:13][cH:14][cH:15][cH:16]1. Reactants: COS(=O)(=O)OC, Cc1cccc(Oc2ccccc2F)c1O, [K+], [OH-]. Yields the product COc1c(C)cccc1Oc1ccccc1F. RXN SMILES: [CH3:17][O:18][S:19]([O:20][CH3:21])(=[O:22])=[O:23].[F:1][c:2]1[c:3]([O:4][c:5]2[cH:6][cH:7][cH:8][c:9]([CH3:12])[c:10]2[OH:11])[cH:13][cH:14][cH:15][cH:16]1.[K+:25].[OH-:24]>>[F:1][c:2]1[c:3]([O:4][c:5]2[cH:6][cH:7][cH:8][c:9]([CH3:12])[c:10]2[O:11][CH3:17])[cH:13][cH:14][cH:15][cH:16]1.